Dataset: the Open Reaction Database (ORD), a public repository of structured organic reaction records. Task: describe an organic reaction: reactants, conditions, products, and yield RXN SMILES: [CH:1]([C@@H:3]1[C@@H:7]([C:8]2[CH:13]=[CH:12][CH:11]=[CH:10][CH:9]=2)[CH2:6][N:5]([C@H:14]([CH:27]2[CH2:32][CH2:31][CH2:30][CH2:29][CH2:28]2)[C:15]([O:17]CC2C=CC(OC)=CC=2)=[O:16])[CH2:4]1)=O.FC(F)(F)C(O)=O.[F:40][C:41]1[CH:46]=[CH:45][C:44]([C:47](=[O:57])[CH2:48][CH2:49][CH2:50][CH:51]2[CH2:56][CH2:55][NH:54][CH2:53][CH2:52]2)=[CH:43][CH:42]=1>>[F:40][C:41]1[CH:46]=[CH:45][C:44]([C:47](=[O:57])[CH2:48][CH2:49][CH2:50][CH:51]2[CH2:56][CH2:55][N:54]([CH2:1][C@@H:3]3[C@@H:7]([C:8]4[CH:13]=[CH:12][CH:11]=[CH:10][CH:9]=4)[CH2:6][N:5]([C@H:14]([CH:27]4[CH2:28][CH2:29][CH2:30][CH2:31][CH2:32]4)[C:15]([OH:17])=[O:16])[CH2:4]3)[CH2:53][CH2:52]2)=[CH:43][CH:42]=1 |f:1.2|. The product is FC1=CC=C(C=C1)C(CCCC1CCN(CC1)C[C@H]1CN(C[C@@H]1C1=CC=CC=C1)[C@@H](C(=O)O)C1CCCCC1)=O (2-(R)-(3-(S)-(4-(4-(4-Fluorophenyl)-4-oxo-butyl)-piperidin-1-yl)methyl-4-(S)-phenylpyrrolidin-1-yl)-2-(cyclohexyl)acetic acid). Procedure: The title compound was prepared from 2-(R)-(3-(R)-formyl-4-(S)-phenylpyrrolidin-1-yl)-2-(cyclohexyl)acetic acid, 4-(methoxy)benzyl ester (40 mg, 0.092 mmol, Aldehyde 5) and 4-(4-(4-fluorophenyl)-4-oxo-butyl)piperidine trifluoroacetate (43 mg, 0.119 mmol from Step D) using the procedure described in Example 26, Step F to provide 28 mg (56%) of the title compound. 1H NMR (500 MHz, CD3OD) δ1.15-1.5 (m, 9H), 1.58-2.05 (m, 10H), 2.33-2.35 (m, 1H), 2.49-2.52 (m, 1H), 2.7-2.8 (m, 2H), 2.92-2.94 (m, 1H)... Yield: 55.5%. Starting materials: C(=O)[C@H]1CN(C[C@@H]1C1=CC=CC=C1)[C@@H](C(=O)OCC1=CC=C(C=C1)OC)C1CCCCC1 (2-(R)-(3-(R)-formyl-4-(S)-phenyl-pyrrolidin-1-yl)-2-(cyclohexyl)acetic acid, (4-methoxy)benzyl ester), FC(C(=O)O)(F)F.FC1=CC=C(C=C1)C(CCCC1CCNCC1)=O (4-(4-(4-Fluorophenyl)-4-oxo-butyl)piperidine trifluoroacetate). Reactants: CC(C)(C)N(C([O-])=O)[C@H]1CN(CCC1)C1=NC(=NC(=C1)C1=CC(=C(C=C1)C#N)F)NC (1,1-dimethylethyl{(3R)-1-[6-(4-cyano-3-fluorophenyl)-2-(methylamino)-4-pyrimidinyl]-3-piperidinyl}carbamate), Cl (HCl), O1CCOCC1 (dioxane). The product is Cl (HCl), N[C@H]1CN(CCC1)C1=CC(=NC(=N1)NC)C1=CC(=C(C#N)C=C1)F (4-[6-[(3R)-3-Amino-1-piperidinyl]-2-(methylamino)-4-pyrimidinyl]-2-fluorobenzonitrile). As a reaction SMILES: CC([N:5]([C@@H:9]1[CH2:14][CH2:13][CH2:12][N:11]([C:15]2[CH:20]=[C:19]([C:21]3[CH:26]=[CH:25][C:24]([C:27]#[N:28])=[C:23]([F:29])[CH:22]=3)[N:18]=[C:17]([NH:30][CH3:31])[N:16]=2)[CH2:10]1)C(=O)[O-])(C)C.[ClH:32].O1CCOCC1>>[ClH:32].[NH2:5][C@@H:9]1[CH2:14][CH2:13][CH2:12][N:11]([C:15]2[N:16]=[C:17]([NH:30][CH3:31])[N:18]=[C:19]([C:21]3[CH:26]=[CH:25][C:24]([C:27]#[N:28])=[C:23]([F:29])[CH:22]=3)[CH:20]=2)[CH2:10]1. Procedure details: To 1,1-dimethylethyl{(3R)-1-[6-(4-cyano-3-fluorophenyl)-2-(methylamino)-4-pyrimidinyl]-3-piperidinyl}carbamate (0.544 g, 1.28 mmol) was added HCl in dioxane (4 mL, 16.00 mmol) at room temperature with stirring. A precipitate immediately formed. The mixture was stirred at room temperature overnight, and then concentrated to dryness to afford an HCl salt of the title compound (0.539 g) as an off-white solid. LC-MS (ES) m/z=327 [M+H]+. Reactants: NCC=1C=C(C=NC1)C=1C=C2CCC(N(C2=CC1)C)=O (6-(5-Aminomethyl-pyridin-3-yl)-1-methyl-3,4-dihydro-1H-quinolin-2-one), CC1=NOC(=C1C(=O)O)C (3,5-dimethylisoxazole-4-carboxylic acid), CN(C)C(=[N+](C)C)ON1C2=C(C=CC=C2)N=N1.[B-](F)(F)(F)F (TBTU), CCN(C(C)C)C(C)C (Hünig's base). Run in CN(C)C=O (DMF). The product is CN1C(CCC2=CC(=CC=C12)C=1C=C(C=NC1)CNC(=O)C=1C(=NOC1C)C)=O (3,5-Dimethyl-isoxazole-4-carboxylic acid [5-(1-methyl-2-oxo-1,2,3,4-tetrahydro-quinolin-6-yl)-pyridin-3-ylmethyl]-amide). The yield is 59.3%. RXN SMILES: [NH2:1][CH2:2][C:3]1[CH:4]=[C:5]([C:9]2[CH:10]=[C:11]3[C:16](=[CH:17][CH:18]=2)[N:15]([CH3:19])[C:14](=[O:20])[CH2:13][CH2:12]3)[CH:6]=[N:7][CH:8]=1.[CH3:21][C:22]1[C:26]([C:27](O)=[O:28])=[C:25]([CH3:30])[O:24][N:23]=1.CN(C(ON1N=NC2C=CC=CC1=2)=[N+](C)C)C.[B-](F)(F)(F)F.CCN(C(C)C)C(C)C>CN(C=O)C>[CH3:19][N:15]1[C:16]2[C:11](=[CH:10][C:9]([C:5]3[CH:4]=[C:3]([CH2:2][NH:1][C:27]([C:26]4[C:22]([CH3:21])=[N:23][O:24][C:25]=4[CH3:30])=[O:28])[CH:8]=[N:7][CH:6]=3)=[CH:18][CH:17]=2)[CH2:12][CH2:13][C:14]1=[O:20] |f:2.3|. Reported procedure: To a solution of 6-(5-aminomethyl-pyridin-3-yl)-1-methyl-3,4-dihydro-1H-quinolin-2-one (example 36, 0.047 g, 0.177 mmol) in DMF (1 mL) were added 3,5-dimethylisoxazole-4-carboxylic acid (0.037 g, 0.266 mmol) and TBTU (0.063 g, 0.195 mmol) followed by Hünig's base (0.048 g, 0.372 mmol) and the reaction mixture was stirred at room temperature over night. The mixture was purified directly by reverse phase HPLC on a Gemini-NX column, eluting with a 20 to 98% MeOH—H2O (0.05% TEA) gradient to give the... Run in CO (methanol). The product is N1=CC=C(C=C1)CCCCO (4-(4-Pyridyl)-butan-1-ol). Starting materials: N1=CC=C(C=C1)C#CCCO (4-(4-Pyridyl)-3-butyn-1-ol). Reagents/catalysts: [Pt](=O)=O (platinum (IV) oxide). As a reaction SMILES: [N:1]1[CH:6]=[CH:5][C:4]([C:7]#[C:8][CH2:9][CH2:10][OH:11])=[CH:3][CH:2]=1>CO.[Pt](=O)=O>[N:1]1[CH:6]=[CH:5][C:4]([CH2:7][CH2:8][CH2:9][CH2:10][OH:11])=[CH:3][CH:2]=1. Run at time 2.5 hour. The yield is 83.4%. Reported procedure: 4-(4-Pyridyl)-3-butyn-1-ol (3.5 g) was dissolved in methanol (100 mL) in a Parr hydrogenation bottle and platinum (IV) oxide [Adams' Catalyst] (0.3 g) was added. The Parr bottle was placed on a Parr hydrogenation apparatus and the solution hydrogenated at 40 psi for 2.5 h after which time the starting material had been judged to be consumed by TLC. The spent catalyst was removed by filtration through a Celite pad and the pad carefully washed with more methanol. The combined filtrates were evapor...